Dataset: the Open Reaction Database (ORD), a public repository of structured organic reaction records. Task: describe an organic reaction: reactants, conditions, products, and yield Reactants: CCN(C(C)C)C(C)C, Clc1ccc2c(c1)CCCN2, ClCCl, O=S(=O)(OS(=O)(=O)C(F)(F)F)C(F)(F)F, O=C1NCCC1O. Yields the product O=C1NCCC1N1CCCc2cc(Cl)ccc21. Reaction SMILES: [CH:1]([N:2]([CH2:3][CH3:4])[CH:5]([CH3:6])[CH3:7])([CH3:8])[CH3:9].[Cl:32][c:33]1[cH:34][c:35]2[c:40]([cH:41][cH:42]1)[NH:39][CH2:38][CH2:37][CH2:36]2.[Cl:43][CH2:44][Cl:45].[F:17][C:18]([S:19]([O:20][S:21]([C:22]([F:23])([F:24])[F:25])(=[O:26])=[O:27])(=[O:28])=[O:29])([F:30])[F:31].[OH:10][CH:11]1[C:12](=[O:16])[NH:13][CH2:14][CH2:15]1>>[CH:11]1([N:39]2[CH2:38][CH2:37][CH2:36][c:35]3[cH:34][c:33]([Cl:32])[cH:42][cH:41][c:40]32)[C:12](=[O:16])[NH:13][CH2:14][CH2:15]1. Starting materials: C1(=CC=CC=C1)C(C#N)C(C1=CC=CC=C1)C1=CC=CC=C1 (2,3,3-triphenylpropionitrile), [H-].[H-].[H-].[H-].[Li+].[Al+3] (LiAlH4), [OH-].[Na+] (sodium hydroxide), C(C)OCC (diethyl ether), S(=O)(=O)([O-])[O-].[Mg+2] (magnesium sulfate). Solvent: C1CCOC1 (THF), C1CCOC1 (THF), O (water), O (water). Run at time 24 hour. Product: C1(=CC=CC=C1)C(CN)C(C1=CC=CC=C1)C1=CC=CC=C1 (2,3,3-Triphenylpropylamine). Reaction SMILES: [C:1]1([CH:7]([CH:10]([C:17]2[CH:22]=[CH:21][CH:20]=[CH:19][CH:18]=2)[C:11]2[CH:16]=[CH:15][CH:14]=[CH:13][CH:12]=2)[C:8]#[N:9])[CH:6]=[CH:5][CH:4]=[CH:3][CH:2]=1.[H-].[H-].[H-].[H-].[Li+].[Al+3].[OH-].[Na+].S([O-])([O-])(=O)=O.[Mg+2].C(OCC)C>C1COCC1.O>[C:1]1([CH:7]([CH:10]([C:11]2[CH:12]=[CH:13][CH:14]=[CH:15][CH:16]=2)[C:17]2[CH:18]=[CH:19][CH:20]=[CH:21][CH:22]=2)[CH2:8][NH2:9])[CH:2]=[CH:3][CH:4]=[CH:5][CH:6]=1 |f:1.2.3.4.5.6,7.8,9.10|. Procedure: A solution of 2,3,3-triphenylpropionitrile (10.00 g, 0.035 mol) and THF (80 ml) was added dropwise to a solution of LiAlH4 (3.40 g, 0.089 mol) in THF (100 ml) at 0° C. The resulting mixture was stirred for 24 hours at room temperature and then refluxed for 24 hours. After cooling in an ice bath, the reaction mixture was treated with water (3.40 ml), 3N sodium hydroxide (10.20 ml) and water (3.4 ml) followed by the addition of magnesium sulfate. The mixture was filtered and the filtrate was evapo... Reactants: [Cl-].[NH4+] (ammonium chloride), C[Si](N[Si](C)(C)C)(C)C.[Na] (sodium hexamethyldisilazane), [Br-].C(CC)[P+](C1=CC=CC=C1)(C1=CC=CC=C1)C1=CC=CC=C1 (n-propyltriphenyl-phosphonium bromide), C(=O)[C@H]1CC[C@H](CC1)NC(OC(C)(C)C)=O (t-butyl cis-4-formylcyclohexylcarbamate). Run in O1CCCC1 (tetrahydrofuran), O1CCCC1 (tetrahydrofuran). Reaction conditions: temperature -78 celsius, time 30 minute. Product: C(=C/CC)/[C@H]1CC[C@H](CC1)NC(OC(C)(C)C)=O (t-butyl cis-4-[(Z)-1-butenyl]cyclohexylcarbamate). The yield is 40.5%. Reaction SMILES: C[Si](C)(C)N[Si](C)(C)C.[Na].[Br-].[CH2:12]([P+](C1C=CC=CC=1)(C1C=CC=CC=1)C1C=CC=CC=1)[CH2:13][CH3:14].[CH:34]([C@@H:36]1[CH2:41][CH2:40][C@H:39]([NH:42][C:43](=[O:49])[O:44][C:45]([CH3:48])([CH3:47])[CH3:46])[CH2:38][CH2:37]1)=O.[Cl-].[NH4+]>O1CCCC1>[CH:34](/[C@@H:36]1[CH2:41][CH2:40][C@H:39]([NH:42][C:43](=[O:49])[O:44][C:45]([CH3:48])([CH3:47])[CH3:46])[CH2:38][CH2:37]1)=[CH:12]/[CH2:13][CH3:14] |f:0.1,2.3,5.6,^1:9|. Reported procedure: To a mixture of 1.9 M sodium hexamethyldisilazane solution (in tetrahydrofuran, 2.1 ml) and anhydrous tetrahydrofuran (10 ml) was added n-propyltriphenyl-phosphonium bromide (1.52 g) at room temperature, and the mixture was stirred for 30 minutes. The reaction mixture was cooled to −78° C., and then a solution of t-butyl cis-4-formylcyclohexylcarbamate (900 mg) in anhydrous tetrahydrofuran (5 ml) was added thereto. The reaction mixture was gradually warmed to 25° C. and stirred overnight. To the... Reactants: BrC=1C=C(C=NC1OCC(F)(F)F)C(=O)O (5-bromo-6-(2,2,2-trifluoroethoxy)-3-pyridinecarboxylic acid), FC(C1=NOC(=N1)CN)(F)F (3-trifluoromethyl-[1,2,4]oxadiazol-5-methanamine). Product: BrC=1C(=NC=C(C(=O)NCC2=NC(=NO2)C(F)(F)F)C1)OCC(F)(F)F (5-bromo-6-(2,2,2-trifluoroethoxy)-N-((3-(trifluoromethyl)-1,2,4-oxadiazol-5-yl)methyl)nicotinamide). As a reaction SMILES: [Br:1][C:2]1[CH:3]=[C:4]([C:14]([OH:16])=O)[CH:5]=[N:6][C:7]=1[O:8][CH2:9][C:10]([F:13])([F:12])[F:11].[F:17][C:18]([F:27])([F:26])[C:19]1[N:23]=[C:22]([CH2:24][NH2:25])[O:21][N:20]=1>>[Br:1][C:2]1[C:7]([O:8][CH2:9][C:10]([F:11])([F:12])[F:13])=[N:6][CH:5]=[C:4]([CH:3]=1)[C:14]([NH:25][CH2:24][C:22]1[O:21][N:20]=[C:19]([C:18]([F:27])([F:26])[F:17])[N:23]=1)=[O:16]. Procedure: The title compound was synthesized in analogy to Example 1 using 5-bromo-6-(2,2,2-trifluoroethoxy)-3-pyridinecarboxylic acid (CAN 1211586-75-2) and 3-trifluoromethyl-[1,2,4]oxadiazol-5-methanamine (example AK) as starting materials; LC-MS (UV peak area/ESI) 97%, 448.9532 (M−H)−. Reactants: ClCC(=O)[O-].[Na+] (sodium monochloroacetate), Cl.SCCN (β-mercaptoethylamine hydrochloride), [O-]C#N.[K+] (potassium cyanate). The solvent is O (water), O (water), O (water). Reaction conditions: temperature 50 celsius. The product is N(C(=O)N)CCSCC(=O)O (S-β-ureidoethylmercaptoacetic acid). Isolated yield 78.7%. As a reaction SMILES: Cl.[SH:2][CH2:3][CH2:4][NH2:5].[O-:6][C:7]#[N:8].[K+].Cl[CH2:11][C:12]([O-:14])=[O:13].[Na+]>O>[NH:5]([CH2:4][CH2:3][S:2][CH2:11][C:12]([OH:14])=[O:13])[C:7]([NH2:8])=[O:6] |f:0.1,2.3,4.5|. Reported procedure: To a solution of 34.1 g of β-mercaptoethylamine hydrochloride in 200 cc of water there are added a solution of 24.3 g of potassium cyanate in 80 cc of water, then 36 g of sodium monochloroacetate in 200 cc of water. The solution is heated at 50° C. for 2 hours while maintaining the pH at 6 by the addition of 2 N soda. The mixture is then acidified, concentrated to dryness and washed with a mixture of water and ethanol. After filtration, there are produced 42 g of the product which melts at 135° ... Reactants: ClC1=NC=C(C=C1)[N+](=O)[O-] (2-chloro-5-nitropyridine), Cl.FCCN (2-fluoroethylamine hydrochloride), C(C)(C)N(CC)C(C)C (diisopropylethylamine). Solvent: C(C)O (ethanol). The product is FCCNC1=NC=C(C=C1)[N+](=O)[O-] (2-(2-Fluoroethylamino)-5-nitropyridine). Yield: 45.0%. RXN SMILES: Cl[C:2]1[CH:7]=[CH:6][C:5]([N+:8]([O-:10])=[O:9])=[CH:4][N:3]=1.Cl.[F:12][CH2:13][CH2:14][NH2:15].C(N(C(C)C)CC)(C)C>C(O)C>[F:12][CH2:13][CH2:14][NH:15][C:2]1[CH:7]=[CH:6][C:5]([N+:8]([O-:10])=[O:9])=[CH:4][N:3]=1 |f:1.2|. Reported procedure: A stirred mixture of 2-chloro-5-nitropyridine (2.4 g, 0.015 mol), 2-fluoroethylamine hydrochloride (1.75 g, 0.0175 mol) and diisopropylethylamine (7.0 ml, 0.040 mol) in absolute ethanol (50 ml) was kept under nitrogen at ambient temperature (24° C.) for 22 hours, warmed slowly to the reflux temperature during 6 hours and refluxed for 18 hours. It was then concentrated in vacuo. The residue was mixed with saturated NaHCO3 and extracted with EtOAc. The extract was washed with water and brine, drie... The reactants are O=C([O-])[O-], C#CCBr, CN(C)C=O, Cc1ccc(CC2CNCCN2C(=O)c2cc(C(F)(F)F)cc(C(F)(F)F)c2)cc1C, [K+], [K+]. Product: C#CCN1CCN(C(=O)c2cc(C(F)(F)F)cc(C(F)(F)F)c2)C(Cc2ccc(C)c(C)c2)C1. Reaction SMILES: [C:36](=[O:37])([O-:38])[O-:39].[CH2:32]([C:33]#[CH:34])[Br:35].[CH3:42][N:43]([CH3:44])[CH:45]=[O:46].[F:1][C:2]([c:3]1[cH:4][c:5]([C:6](=[O:7])[N:8]2[CH:9]([CH2:14][c:15]3[cH:16][c:17]([CH3:22])[c:18]([CH3:21])[cH:19][cH:20]3)[CH2:10][NH:11][CH2:12][CH2:13]2)[cH:23][c:24]([C:26]([F:27])([F:28])[F:29])[cH:25]1)([F:30])[F:31].[K+:40].[K+:41]>>[F:1][C:2]([c:3]1[cH:4][c:5]([C:6](=[O:7])[N:8]2[CH:9]([CH2:14][c:15]3[cH:16][c:17]([CH3:22])[c:18]([CH3:21])[cH:19][cH:20]3)[CH2:10][N:11]([CH2:34][C:33]#[CH:32])[CH2:12][CH2:13]2)[cH:23][c:24]([C:26]([F:27])([F:28])[F:29])[cH:25]1)([F:30])[F:31]. The reactants are BrC1=CC=C(C=C1)[C@H](C)NC(OC(C)(C)C)=O ((S)-tert-butyl 1-(4-bromophenyl)ethylcarbamate), BrC=1C=2C3=C(C(NC2C(=CC1OC)C)=O)SC=C3 (9-bromo-8-methoxy-6-methylthieno[2,3-c]quinolin-4(5H)-one). Yields the product COC1=C(C=2C3=C(C(NC2C(=C1)C)=O)SC=C3)C3=CC=C(C=C3)[C@H](C)NC(OC(C)(C)C)=O ((S)-tert-Butyl 1-(4-(8-methoxy-6-methyl-4-oxo-4,5-dihydrothieno[2,3-c]quinolin-9-yl)phenyl)ethylcarbamate). Yield: 56.0%. As a reaction SMILES: Br[C:2]1[CH:7]=[CH:6][C:5]([C@@H:8]([NH:10][C:11](=[O:17])[O:12][C:13]([CH3:16])([CH3:15])[CH3:14])[CH3:9])=[CH:4][CH:3]=1.Br[C:19]1[C:20]2[C:21]3[CH:35]=[CH:34][S:33][C:22]=3[C:23](=[O:32])[NH:24][C:25]=2[C:26]([CH3:31])=[CH:27][C:28]=1[O:29][CH3:30]>>[CH3:30][O:29][C:28]1[CH:27]=[C:26]([CH3:31])[C:25]2[NH:24][C:23](=[O:32])[C:22]3[S:33][CH:34]=[CH:35][C:21]=3[C:20]=2[C:19]=1[C:2]1[CH:7]=[CH:6][C:5]([C@@H:8]([NH:10][C:11](=[O:17])[O:12][C:13]([CH3:16])([CH3:15])[CH3:14])[CH3:9])=[CH:4][CH:3]=1. Reported procedure: Following General Procedure E, (S)-tert-butyl 1-(4-bromophenyl)ethylcarbamate (60 mg, 0.20 mmol) was reacted with 9-bromo-8-methoxy-6-methylthieno[2,3-c]quinolin-4(5H)-one (60 mg, 0.20 mmol) to afford the desired product (52 mg, 62%) as a brown solid: ESI MS m/z 465 [C26H28N2O4S+H]+. Starting materials: CN1CCNCC1, CC(=O)O, CN1CCCC1=O, CC1Cc2c(F)c(F)c(N)c3c(=O)c(C(=O)O)cn1c23, [Na+], [OH-], O. Product: CC1Cc2c(N3CCN(C)CC3)c(F)c(N)c3c(=O)c(C(=O)O)cn1c23. RXN SMILES: [CH3:21][N:22]1[CH2:23][CH2:24][NH:25][CH2:26][CH2:27]1.[CH3:30][C:31](=[O:32])[OH:33].[CH3:34][N:35]1[CH2:36][CH2:37][CH2:38][C:39]1=[O:40].[F:1][c:2]1[c:3]([NH2:20])[c:4]2[c:5](=[O:19])[c:6]([C:16](=[O:17])[OH:18])[cH:7][n:8]3[c:9]2[c:10]([c:11]1[F:12])[CH2:13][CH:14]3[CH3:15].[Na+:29].[OH-:28].[OH2:41]>>[F:1][c:2]1[c:3]([NH2:20])[c:4]2[c:5](=[O:19])[c:6]([C:16](=[O:17])[OH:18])[cH:7][n:8]3[c:9]2[c:10]([c:11]1[N:25]1[CH2:24][CH2:23][N:22]([CH3:21])[CH2:27][CH2:26]1)[CH2:13][CH:14]3[CH3:15]. The reactants are CCN=C=NCCCN(C)C, CN(C)C=O, O=C(O)c1cc2cc(Cl)ccc2[nH]1, Cl, NC1Cc2cccc(O)c2CC1O, NC1Cc2c(O)cccc2CC1O, On1nnc2cccnc21. Product: O=C(NC1Cc2c(O)cccc2CC1O)c1cc2cc(Cl)ccc2[nH]1. As a reaction SMILES: [CH3:51][N:52]([CH3:53])[CH2:54][CH2:55][CH2:56][N:57]=[C:58]=[N:59][CH2:60][CH3:61].[CH3:62][N:63]([CH3:64])[CH:65]=[O:66].[Cl:27][c:28]1[cH:29][c:30]2[cH:31][c:32]([C:37](=[O:38])[OH:39])[nH:33][c:34]2[cH:35][cH:36]1.[ClH:50].[NH2:14][CH:15]1[CH2:16][c:17]2[c:18]([c:19]([OH:20])[cH:21][cH:22][cH:23]2)[CH2:24][CH:25]1[OH:26].[NH2:1][CH:2]1[CH:3]([OH:13])[CH2:4][c:5]2[cH:6][cH:7][cH:8][c:9]([OH:12])[c:10]2[CH2:11]1.[OH:40][n:41]1[c:42]2[n:43][cH:44][cH:45][cH:46][c:47]2[n:48][n:49]1>>[NH:1]([CH:2]1[CH:3]([OH:13])[CH2:4][c:5]2[cH:6][cH:7][cH:8][c:9]([OH:12])[c:10]2[CH2:11]1)[C:37]([c:32]1[cH:31][c:30]2[cH:29][c:28]([Cl:27])[cH:36][cH:35][c:34]2[nH:33]1)=[O:38].